From a dataset of the Open Reaction Database (ORD), a public repository of structured organic reaction records. describe an organic reaction: reactants, conditions, products, and yield Starting materials: C1(=CC=CC=C1)C(CCN1CCN(CC1)C1=CC=C2CNC(C2=C1)=O)C1=CC=CC=C1 (2,3-Dihydro-6-[4-(3,3-diphenyl-1-propyl)piperazin-1-yl]-1H-isoindol-1-one), FC(C=1C=C(CCl)C=CC1)(F)F (3-trifluoromethylbenzyl chloride). Yields the product C1(=CC=CC=C1)C(CCN1CCN(CC1)C1=CC=C2CN(C(C2=C1)=O)CC1=CC(=CC=C1)C(F)(F)F)C1=CC=CC=C1 (6-[4-(3,3-Diphenyl-1-propyl)piperazin-1-yl]-2-(3-trifluoromethylbenzyl)-2,3-dihydro-1H-isoindol-1-one). Yield: 75.1%. RXN SMILES: [C:1]1([CH:7]([C:26]2[CH:31]=[CH:30][CH:29]=[CH:28][CH:27]=2)[CH2:8][CH2:9][N:10]2[CH2:15][CH2:14][N:13]([C:16]3[CH:24]=[C:23]4[C:19]([CH2:20][NH:21][C:22]4=[O:25])=[CH:18][CH:17]=3)[CH2:12][CH2:11]2)[CH:6]=[CH:5][CH:4]=[CH:3][CH:2]=1.[F:32][C:33]([F:43])([F:42])[C:34]1[CH:35]=[C:36]([CH:39]=[CH:40][CH:41]=1)[CH2:37]Cl>>[C:26]1([CH:7]([C:1]2[CH:2]=[CH:3][CH:4]=[CH:5][CH:6]=2)[CH2:8][CH2:9][N:10]2[CH2:11][CH2:12][N:13]([C:16]3[CH:24]=[C:23]4[C:19]([CH2:20][N:21]([CH2:37][C:36]5[CH:39]=[CH:40][CH:41]=[C:34]([C:33]([F:32])([F:42])[F:43])[CH:35]=5)[C:22]4=[O:25])=[CH:18][CH:17]=3)[CH2:14][CH2:15]2)[CH:31]=[CH:30][CH:29]=[CH:28][CH:27]=1. Reported procedure: In the same manner as in Example 51, the title compound (52 mg) was prepared from the compound (50 mg) obtained in Example 50 and 3-trifluoromethylbenzyl chloride (35 mg). Starting materials: C(C)C=1SC(=C(N1)C1=CC=C(C=C1)F)C1=CC=NC=C1 (4-[2-ethyl-4-(4-fluorophenyl)-1,3-thiazol-5-yl]pyridine), OO (hydrogen peroxide). Reagents/catalysts: C[Re](=O)(=O)=O (methyltrioxorhenium (VII)). Solvent: ClCCl (dichloromethane), ClCCl (dichloromethane). Run at time 16 hour. Yields the product C(C)C=1SC(=C(N1)C1=CC=C(C=C1)F)C1=CC=[N+](C=C1)[O-] (4-[2-Ethyl-4-(4-fluorophenyl)-1,3-thiazol-5-yl]pyridine 1-oxide). Isolated yield 85.0%. Reaction SMILES: [OH:1]O.[CH2:3]([C:5]1[S:6][C:7]([C:17]2[CH:22]=[CH:21][N:20]=[CH:19][CH:18]=2)=[C:8]([C:10]2[CH:15]=[CH:14][C:13]([F:16])=[CH:12][CH:11]=2)[N:9]=1)[CH3:4]>ClCCl.C[Re](=O)(=O)=O>[CH2:3]([C:5]1[S:6][C:7]([C:17]2[CH:22]=[CH:21][N+:20]([O-:1])=[CH:19][CH:18]=2)=[C:8]([C:10]2[CH:11]=[CH:12][C:13]([F:16])=[CH:14][CH:15]=2)[N:9]=1)[CH3:4]. Procedure details: 3.9 ml (44 mmol) of a 30% strength hydrogen peroxide solution are added dropwise with cooling to a solution of 2.18 g (7.24 mmol) of 4-[2-ethyl-4-(4-fluorophenyl)-1,3-thiazol-5-yl]pyridine and 46.2 mg (0.19 mmol) of methyltrioxorhenium (VII) in 10 ml dichloromethane such that the temperature of the reaction mixture does not exceed 15° C., and the mixture is stirred at room temperature for 16 h. The reaction mixture is then diluted with 100 ml of dichloromethane, and the organic phase is washed s... The reactants are COc1ccc(Cn2ncc3c(Cl)ccnc32)cc1, CN1CCCC1=O, CCOC(C)=O, NCCN1CCOCC1. The product is COc1ccc(Cn2ncc3c(NCCN4CCOCC4)ccnc32)cc1. RXN SMILES: [CH3:1][O:2][c:3]1[cH:4][cH:5][c:6]([CH2:7][n:8]2[n:9][cH:10][c:11]3[c:12]2[n:13][cH:14][cH:15][c:16]3[Cl:17])[cH:18][cH:19]1.[CH3:29][N:30]1[CH2:31][CH2:32][CH2:33][C:34]1=[O:35].[CH3:36][CH2:37][O:38][C:39]([CH3:40])=[O:41].[O:20]1[CH2:21][CH2:22][N:23]([CH2:26][CH2:27][NH2:28])[CH2:24][CH2:25]1>>[CH3:1][O:2][c:3]1[cH:4][cH:5][c:6]([CH2:7][n:8]2[n:9][cH:10][c:11]3[c:12]2[n:13][cH:14][cH:15][c:16]3[NH:28][CH2:27][CH2:26][N:23]2[CH2:22][CH2:21][O:20][CH2:25][CH2:24]2)[cH:18][cH:19]1. The reactants are S(=O)(=O)([O-])S(=O)[O-].[Na+].[Na+] (sodium metabisulfite), C(C)#N.[SH2]=N (acetonitrile sulfilimine), CSC(C)C=1C=NC(=CC1)C(F)(F)F (3-[1-(methylthio)ethyl]-6-(trifluoromethyl)pyridine), N#CN (cyanamide), [O-]Cl.[Na+] (NaOCl). Run in C(C)#N (acetonitrile), O (water), C(C)#N (acetonitrile). Conditions: temperature -1 celsius, time 30 minute. Product: FC(C1=CC=C(C=N1)C(C)S(=NC#N)C)(F)F ((1-{6-[trifluoromethyl]pyridin-3-yl}ethyl)(methyl)-λ4-sulfanylidenecyanamide). Reaction SMILES: [CH3:1][S:2][CH:3]([C:5]1[CH:6]=[N:7][C:8]([C:11]([F:14])([F:13])[F:12])=[CH:9][CH:10]=1)[CH3:4].[N:15]#[C:16][NH2:17].[O-]Cl.[Na+].S(S([O-])=O)([O-])(=O)=O.[Na+].[Na+].C(#N)C.[SH2]=N>C(#N)C.O>[F:12][C:11]([F:14])([F:13])[C:8]1[N:7]=[CH:6][C:5]([CH:3]([S:2]([CH3:1])=[N:17][C:16]#[N:15])[CH3:4])=[CH:10][CH:9]=1 |f:2.3,4.5.6,7.8|. Procedure: A solution of 110.6 g (0.475 mol, 95% assay) of 3-[1-(methylthio)ethyl]-6-(trifluoromethyl)pyridine and 25.2 g (0.6 mol) of cyanamide in 600 mL of acetonitrile was cooled to −5° C. To this solution was added 750 g (0.575 mol, Clorox™ 5.7% wt) of aqueous NaOCl dropwise over 45 min with the temperature kept below 0° C. The reaction mixture was allowed to stir at −1° C. for 30 min. To the mixture was added 9.5 g (0.05 mol) of sodium metabisulfite in 25 mL of water and the two phase mixture was allo... Reaction SMILES: [CH3:26][N:27]([CH3:28])[CH:29]=[O:30].[CH:16](=[O:17])[c:18]1[cH:19][cH:20][c:21]([OH:22])[cH:23][c:24]1[OH:25].[c:1]1([NH:11][C:12]([NH:13][NH2:14])=[S:15])[cH:2][cH:3][cH:4][c:5]2[cH:6][cH:7][cH:8][cH:9][c:10]12>>[c:1]1([NH:11][C:12]([NH:13][N:14]=[CH:16][c:18]2[cH:19][cH:20][c:21]([OH:22])[cH:23][c:24]2[OH:25])=[S:15])[cH:2][cH:3][cH:4][c:5]2[cH:6][cH:7][cH:8][cH:9][c:10]12. The reactants are CN(C)C=O, O=Cc1ccc(O)cc1O, NNC(=S)Nc1cccc2ccccc12. Yields the product Oc1ccc(C=NNC(=S)Nc2cccc3ccccc23)c(O)c1. Reactants: ClC(=O)OC=C (Vinyl chloroformate), FC1=CC2=C(C(=NO2)C2CC3CCC(C2)N3C)C=C1 (3-(6-fluoro-1,2-benzisoxazol-3-yl)-8-methyl-8-azabicyclo[3.2.1]octane), C([O-])([O-])=O.[K+].[K+] (potassium carbonate). Solvent: ClCCCl (1,2-dichloroethane). Yields the product Cl.FC1=CC2=C(C(=NO2)C2CC3CCC(C2)N3)C=C1 (3-(6-Fluoro-1,2-Benzisoxazol-3-Yl)-8-Azabicyclo[3.2.1]Octane Hydrochloride). Reaction SMILES: [Cl:1]C(OC=C)=O.[F:7][C:8]1[CH:25]=[CH:24][C:11]2[C:12]([CH:15]3[CH2:21][CH:20]4[N:22](C)[CH:17]([CH2:18][CH2:19]4)[CH2:16]3)=[N:13][O:14][C:10]=2[CH:9]=1.C(=O)([O-])[O-].[K+].[K+]>ClCCCl>[ClH:1].[F:7][C:8]1[CH:25]=[CH:24][C:11]2[C:12]([CH:15]3[CH2:16][CH:17]4[NH:22][CH:20]([CH2:19][CH2:18]4)[CH2:21]3)=[N:13][O:14][C:10]=2[CH:9]=1 |f:2.3.4,6.7|. Reported procedure: Vinyl chloroformate (2.9 g) was added dropwise to a solution of 3-(6-fluoro-1,2-benzisoxazol-3-yl)-8-methyl-8-azabicyclo[3.2.1]octane (5.6 g) and potassium carbonate (3.6 g) in 125 ml of 1,2-dichloroethane at 0° C. The resulting suspension was heated at reflux for 3 hours, the solution was cooled, and the solvent was removed in vacuo. The residue was suspended in 125 mL of ethanol and acidified with HCl in ethanol (to about a pH of 1 ), and the mixture was heated at reflux for 2 hours. The mixtu... Reactants: C(C)(=O)CC(C)=O (acetylacetone), [OH-].[Ca+2].[OH-] (calcium hydroxide). Product: CC(=CC(=O)C)[O-].CC(=CC(=O)C)[O-].[Ca+2] (calcium acetylacetonate). The yield is 108.4%. Reaction SMILES: [C:1]([CH2:4][C:5](=[O:7])[CH3:6])(=[O:3])[CH3:2].[OH-].[Ca+2:9].[OH-]>>[CH3:6][C:5]([O-:7])=[CH:4][C:1]([CH3:2])=[O:3].[CH3:6][C:5]([O-:7])=[CH:4][C:1]([CH3:2])=[O:3].[Ca+2:9] |f:1.2.3,4.5.6|. Procedure: 1,202 g (12.0 mol) of acetylacetone was added to a 3 liter kneader equipped with a thermometer, a dropping funnel, a condenser and a jacket, and then stirred. Then 444 g [6 mol, calcium hydroxide/acetylacetone=1/2.0 (molar ratio)] of calcium hydroxide was added dropwise to the kneader over 3 hours. The reaction temperature was between 32 and 65° C. After completion of the dropping, the mixture was stirred and mixed at a temperature of 65 to 68° C. for 4 hours until the reaction was complete. The... Starting materials: intermediate 17, N1=CC=CC=C1 (pyridine), BrC=1C=CC(=C(N)C1)OCCN(C)C (5-bromo-2-(2-(dimethylamino)ethoxy)aniline), CS(=O)(=O)Cl (methanesulfonyl chloride). Solvent: C(Cl)Cl (DCM). The product is BrC=1C=CC(=C(C1)NS(=O)(=O)C)OCCN(C)C (N-(5-bromo-2-(2-(dimethylamino) ethoxy)phenyl)methanesulfonamide). Yield: 84.2%. As a reaction SMILES: [Br:1][C:2]1[CH:3]=[CH:4][C:5]([O:9][CH2:10][CH2:11][N:12]([CH3:14])[CH3:13])=[C:6]([CH:8]=1)[NH2:7].[CH3:15][S:16](Cl)(=[O:18])=[O:17].N1C=CC=CC=1>C(Cl)Cl>[Br:1][C:2]1[CH:3]=[CH:4][C:5]([O:9][CH2:10][CH2:11][N:12]([CH3:14])[CH3:13])=[C:6]([NH:7][S:16]([CH3:15])(=[O:18])=[O:17])[CH:8]=1. Procedure: Using similar reaction conditions as described in step i of intermediate 17, 5-bromo-2-(2-(dimethylamino)ethoxy)aniline (1.8 g, 6.94 mmol) was mesylated with methanesulfonyl chloride (875 mg, 7.63 mol), pyridine (822 mg, 10.4 mmol), DCM (20 mL) to afford 1.97 g (83.12% yield) of the titled compound. 1H NMR (CDCl3, 300 MHz): δ 7.71-7.0 (d, 1H), 7.2-7.16 (dd, 1H), 6.92-6.89 (d, 1H), 4.07-4.04 (t, 2H), 2.92 (s, 3H), 2.56-2.53 (t, 2H), 2.35 (s, 6H). The solvent is ClC(C)Cl (dichloroethane). The reagents and catalysts are O (H2O). Reaction conditions: time 3 hour. Procedure details: To a solution of 0.02 g (0.07 mmol) of 3-(RS)-(4-(4-fluorophenyl)piperidinylmethyl)-4-(SR)-(cyclopropyl)pyrrolidine and 0.018 g (0.1 mmol) of 4-chlorobenzaldehyde (Aldrich) in 5 mL of dichloroethane at rt was added 0.063 g (0.3 mmol) of sodium triacetoxyborohydride and the reaction mixture was stirred for 3 h. To the reaction mixture was added a few drops of H2O and 5 mL of sat'd K2CO3 solution. The reaction mixture was extracted with ethyl acetate. The organic fractions were dried over Na2SO4, ... The product is ClC1=CC=C(CN2CC(C(C2)C2CC2)CN2CCC(CC2)C2=CC=C(C=C2)F)C=C1 (1-(4-Chlorobenzyl)-3-(RS)-(4-(4-fluorophenyl)piperidinylmethyl)-4-(SR)-(cyclopropyl)pyrrolidine). RXN SMILES: [F:1][C:2]1[CH:7]=[CH:6][C:5]([CH:8]2[CH2:13][CH2:12][N:11]([CH2:14][CH:15]3[CH:19]([CH:20]4[CH2:22][CH2:21]4)[CH2:18][NH:17][CH2:16]3)[CH2:10][CH2:9]2)=[CH:4][CH:3]=1.[Cl:23][C:24]1[CH:31]=[CH:30][C:27]([CH:28]=O)=[CH:26][CH:25]=1.C(O[BH-](OC(=O)C)OC(=O)C)(=O)C.[Na+].C([O-])([O-])=O.[K+].[K+]>ClC(Cl)C.O>[Cl:23][C:24]1[CH:31]=[CH:30][C:27]([CH2:28][N:17]2[CH2:18][CH:19]([CH:20]3[CH2:21][CH2:22]3)[CH:15]([CH2:14][N:11]3[CH2:12][CH2:13][CH:8]([C:5]4[CH:6]=[CH:7][C:2]([F:1])=[CH:3][CH:4]=4)[CH2:9][CH2:10]3)[CH2:16]2)=[CH:26][CH:25]=1 |f:2.3,4.5.6|. Reactants: C(=O)([O-])[O-].[K+].[K+] (K2CO3), FC1=CC=C(C=C1)C1CCN(CC1)CC1CNCC1C1CC1 (3-(RS)-(4-(4-fluorophenyl)piperidinylmethyl)-4-(SR)-(cyclopropyl)pyrrolidine), ClC1=CC=C(C=O)C=C1 (4-chlorobenzaldehyde), C(C)(=O)O[BH-](OC(C)=O)OC(C)=O.[Na+] (sodium triacetoxyborohydride). Solvent: C(C)(=O)OCC (ethyl acetate). Reaction SMILES: [CH2:1]([O:5][C:6]1[CH:11]=[CH:10][C:9]([CH:12]=[CH:13][CH2:14][CH2:15][C@H:16]2[CH2:21][CH2:20][C@H:19]([CH2:22][CH2:23][CH2:24][CH2:25][CH3:26])[CH2:18][CH2:17]2)=[CH:8][CH:7]=1)[CH2:2][CH2:3][CH3:4].C1(C)C=CC=CC=1.[H][H]>[Pd].C(OCC)(=O)C>[CH2:1]([O:5][C:6]1[CH:7]=[CH:8][C:9]([CH2:12][CH2:13][CH2:14][CH2:15][C@H:16]2[CH2:21][CH2:20][C@H:19]([CH2:22][CH2:23][CH2:24][CH2:25][CH3:26])[CH2:18][CH2:17]2)=[CH:10][CH:11]=1)[CH2:2][CH2:3][CH3:4]. Starting materials: C(CCC)OC1=CC=C(C=C1)C=CCC[C@@H]1CC[C@H](CC1)CCCCC (1-butyloxy-4-[4-(trans-4-pentyl-cyclohexyl)-1-butenyl]benzene), C1(=CC=CC=C1)C (toluene), [H][H] (hydrogen). Reported procedure: A mixture of 19 g of 1-butyloxy-4-[4-(trans-4-pentyl-cyclohexyl)-1-butenyl]benzene (cis/trans mixture), 200 ml of absolute toluene and 100 ml of absolute ethyl acetate: was treated with 2 g of palladium/carbon (10%) and hydrogenated at normal pressure and room temperature until the hydrogen uptake came to a standstill. The inorganic material was removed by filtration and the filtrate was concentrated. The residue was purified by chromatography on silica gel with toluene/ethyl acetate. Recrystall... Reagents/catalysts: [Pd] (palladium/carbon). Product: C(CCC)OC1=CC=C(C=C1)CCCC[C@@H]1CC[C@H](CC1)CCCCC (1-butyloxy-4-[4-(trans-4-pentylcyclohexyl)-l-butyl]benzene). Yield: 83.7%.